This data is from the Open Reaction Database (ORD), a public repository of structured organic reaction records. The task is: describe an organic reaction: reactants, conditions, products, and yield Reactants: [N+](=O)([O-])C1=C2C(C=CC(C2=CC=C1)=O)=O (5-nitronaphthoquinone), C=CC=C (1,3-butadiene). Solvent: C(C)O (ethanol). Reaction conditions: time 2.5 hour. Product: [N+](=O)([O-])C1=C2C(C=3CCCCC3C(C2=CC=C1)=O)=O (5-nitrotetrahydroanthraquinone). Yield: 72.9%. Reaction SMILES: [N+:1]([C:4]1[CH:13]=[CH:12][CH:11]=[C:10]2[C:5]=1[C:6](=[O:15])[CH:7]=[CH:8][C:9]2=[O:14])([O-:3])=[O:2].[CH2:16]=[CH:17][CH:18]=[CH2:19]>C(O)C>[N+:1]([C:4]1[CH:13]=[CH:12][CH:11]=[C:10]2[C:5]=1[C:6](=[O:15])[C:7]1[CH2:16][CH2:17][CH2:18][CH2:19][C:8]=1[C:9]2=[O:14])([O-:3])=[O:2]. Procedure: 24.8 g of crude 5-nitronaphthoquinone (comprised of 82 wt% of 5-nitronaphthoquinone and 10 wt% of 6-nitronaphthoquinone), 12.1 g of 1,3-butadiene, and 124 g of ethanol were introduced into an autoclave. The autoclave was hermetically sealed and the reaction was effected at about 80°C for 2.5 hours. The resultant reaction solution was cooled to 25°-30°C to crystalize 5-nitrotetrahydroanthraquinone, and filtered. The cake was washed with 40 g of ethanol and dried to obtain 22.9 g of 5-nitrotetrahy... The reactants are CCOC(=O)c1ccc(OCCCCCCP(=O)(OCC)OCC)cc1, CCO, [Na+], [OH-]. Yields the product CCOP(=O)(CCCCCCOc1ccc(C(=O)O)cc1)OCC. Reaction SMILES: [C:3](=[O:4])([O:5][CH2:6][CH3:7])[c:8]1[cH:9][cH:10][c:11]([O:12][CH2:13][CH2:14][CH2:15][CH2:16][CH2:17][CH2:18][P:19]([O:20][CH2:21][CH3:22])([O:23][CH2:24][CH3:25])=[O:26])[cH:27][cH:28]1.[CH3:29][CH2:30][OH:31].[Na+:2].[OH-:1]>>[C:3](=[O:4])([OH:5])[c:8]1[cH:9][cH:10][c:11]([O:12][CH2:13][CH2:14][CH2:15][CH2:16][CH2:17][CH2:18][P:19]([O:20][CH2:21][CH3:22])([O:23][CH2:24][CH3:25])=[O:26])[cH:27][cH:28]1. Reactants: C[C@]12CCCC([C@@H]1CC[C@@]([C@@H]2CC[C@](C)(C=C)O)(C)O)(C)C (Sclareol), O=[O+][O-] (ozone), OO (hydrogen peroxide). The product is CC1=CC[C@@H]2[C@]3(CCCC([C@@H]3CC[C@]2(O1)C)(C)C)C (sclareol oxide). Reaction SMILES: [CH3:1][C@@:2]12[C@@H:11]([CH2:12][CH2:13][C@@:14]([OH:18])([CH:16]=C)C)[C@@:10](O)([CH3:19])[CH2:9][CH2:8][C@H:7]1[C:6]([CH3:22])([CH3:21])[CH2:5][CH2:4][CH2:3]2.O=[O+][O-].OO>>[CH3:16][C:14]1[O:18][C@@:2]2([CH3:1])[C@@H:11]([C@:10]3([CH3:19])[C@@H:5]([CH2:4][CH2:3]2)[C:6]([CH3:21])([CH3:22])[CH2:7][CH2:8][CH2:9]3)[CH2:12][CH:13]=1. Procedure: Sclareol is oxidised with ozone, followed by treatment with alkaline hydrogen peroxide to give sclareol oxide. The sclareol oxide is then oxidised with an organic hydroperoxide, preferably tert-butyl hydroperoxide, to give 12-acetyl-norlabdane oxide. The 12-acetyl-norlabdane oxide is converted to 12-acetoxy-norlabdane oxide by oxidation with an organic peracid, preferably peracetic acid. The 12-acetoxy-norlabdane oxide is then reduced to norlabdane oxide with sodium borohydride in the presence o... Reaction conditions: temperature 110 celsius, time 45 minute. As a reaction SMILES: [C:1]1([CH:8]=[CH:7][CH:6]=[C:4]([OH:5])[CH:3]=1)[OH:2].[CH3:9][C:10]([CH3:15])=[CH:11][C:12](O)=[O:13].O>C(Cl)Cl>[CH3:9][C:10]1([CH3:15])[CH2:11][C:12](=[O:13])[C:8]2[C:1](=[CH:3][C:4]([OH:5])=[CH:6][CH:7]=2)[O:2]1. Procedure: In a flask were placed 55.1 grams (0.5 mole) of resorcinol and 55.1 grams (0.5 mole) 3,3-dimethylacrylic acid. Then, 150 grams of polyphosphoric acid was added, and a steam bath applied to the flask. A red liquid began to form; the temperature of the reaction mixture quickly rose to 120° C. The flask was stirred for 45 minutes at 110° C., then allowed to cool. The contents were poured into a mixture of 500 milliliters water and 400 milliliters methylene chloride then stirred and filtered. The pr... Starting materials: C1(O)=CC(O)=CC=C1 (resorcinol), CC(=CC(=O)O)C (3,3-dimethylacrylic acid), polyphosphoric acid, O (water). Product: CC1(OC2=CC(=CC=C2C(C1)=O)O)C (2,2-dimethyl-7-hydroxy-4-chromanone). Yield: 68.0%. The solvent is C(Cl)Cl (methylene chloride). Starting materials: CP(=O)(C)C1=CC(=C(C=C1)NC=1N=C(C2=C(N1)N(C=C2)COCC[Si](C)(C)C)NC2=C(C=CC=C2)S(=O)(=O)C(C)C)OC (N2-[4-(dimethylphosphoryl)-2-methoxyphenyl]-N4-[2-(propan-2-ylsulfonyl)phenyl]-7-{[2-(trimethylsilyl)ethoxy]methyl}-7H-pyrrolo[2,3-d]pyrimidine-2,4-diamine), [F-].C(CCC)[N+](CCCC)(CCCC)CCCC (tetrabutylammonium fluoride). Run in C1CCOC1 (THF), C1CCOC1 (THF), C(CN)N (ethylenediamine). Conditions: temperature 60 celsius. The product is CP(=O)(C)C1=CC(=C(C=C1)NC=1N=C(C2=C(N1)NC=C2)NC2=C(C=CC=C2)S(=O)(=O)C(C)C)OC (N2-[4(dimethylphosphoryl)-2-methoxyphenyl]-N4-[2-(propan-2-ylsulfonyl)phenyl]-7H-pyrrolo-[2,3-d]pyrimidine-2,4-diamine). RXN SMILES: [CH3:1][P:2]([C:5]1[CH:10]=[CH:9][C:8]([NH:11][C:12]2[N:13]=[C:14]([NH:29][C:30]3[CH:35]=[CH:34][CH:33]=[CH:32][C:31]=3[S:36]([CH:39]([CH3:41])[CH3:40])(=[O:38])=[O:37])[C:15]3[CH:20]=[CH:19][N:18](COCC[Si](C)(C)C)[C:16]=3[N:17]=2)=[C:7]([O:42][CH3:43])[CH:6]=1)([CH3:4])=[O:3].[F-].C([N+](CCCC)(CCCC)CCCC)CCC>C1COCC1.C(N)CN>[CH3:4][P:2]([C:5]1[CH:10]=[CH:9][C:8]([NH:11][C:12]2[N:13]=[C:14]([NH:29][C:30]3[CH:35]=[CH:34][CH:33]=[CH:32][C:31]=3[S:36]([CH:39]([CH3:40])[CH3:41])(=[O:37])=[O:38])[C:15]3[CH:20]=[CH:19][NH:18][C:16]=3[N:17]=2)=[C:7]([O:42][CH3:43])[CH:6]=1)([CH3:1])=[O:3] |f:1.2|. Reported procedure: To a solution of compound N2-[4-(dimethylphosphoryl)-2-methoxyphenyl]-N4-[2-(propan-2-ylsulfonyl)phenyl]-7-{[2-(trimethylsilyl)ethoxy]methyl}-7H-pyrrolo[2,3-d]pyrimidine-2,4-diamine in THF (1 mL) was added tetrabutylammonium fluoride (TBAF) in THF (1.0 M, 3 mL) and ethylenediamine (0.1 mL). The solution was heated at 60° C. for 24 hrs. About 40% conversion was observed by HPLC monitoring. Volatile components were removed on rotavap and the residue was subjected to prep-HPLC purification. The des... The reactants are O=c1[nH]nc(OCCSc2ccc([N+](=O)[O-])cc2)c(Br)c1Br, COc1ccc(CN)cc1OC, C1COCCO1, O. Product: COc1ccc(CNc2c(OCCSc3ccc([N+](=O)[O-])cc3)n[nH]c(=O)c2Br)cc1OC. As a reaction SMILES: [Br:1][c:2]1[c:3](=[O:22])[nH:4][n:5][c:6]([O:9][CH2:10][CH2:11][S:12][c:13]2[cH:14][cH:15][c:16]([N+:19](=[O:20])[O-:21])[cH:17][cH:18]2)[c:7]1[Br:8].[CH3:23][O:24][c:25]1[cH:26][c:27]([CH2:33][NH2:34])[cH:28][cH:29][c:30]1[O:31][CH3:32].[O:35]1[CH2:36][CH2:37][O:38][CH2:39][CH2:40]1.[OH2:41]>>[Br:1][c:2]1[c:3](=[O:22])[nH:4][n:5][c:6]([O:9][CH2:10][CH2:11][S:12][c:13]2[cH:14][cH:15][c:16]([N+:19](=[O:20])[O-:21])[cH:17][cH:18]2)[c:7]1[NH:34][CH2:33][c:27]1[cH:26][c:25]([O:24][CH3:23])[c:30]([O:31][CH3:32])[cH:29][cH:28]1.